From a dataset of the Open Reaction Database (ORD), a public repository of structured organic reaction records. describe an organic reaction: reactants, conditions, products, and yield Starting materials: [Cl-].BrC1=CC=C(C=C1)C[NH3+] ((4-bromophenyl)methanaminium chloride), [OH-].[Na+] (sodium hydroxide), C(OCC1=CC=CC=C1)(=O)Cl (benzyl carbonochloridate). The solvent is O (water), O1CCCC1 (tetrahydrofuran), [Cl-].[Na+].O (brine). Reaction conditions: time 3 hour. The product is BrC1=CC=C(CNC(OCC2=CC=CC=C2)=O)C=C1 (benzyl 4-bromobenzylcarbamate). Isolated yield 98.1%. Reaction SMILES: [Cl-].[Br:2][C:3]1[CH:8]=[CH:7][C:6]([CH2:9][NH3+:10])=[CH:5][CH:4]=1.[OH-].[Na+].[C:13](Cl)(=[O:22])[O:14][CH2:15][C:16]1[CH:21]=[CH:20][CH:19]=[CH:18][CH:17]=1>O1CCCC1.O.[Cl-].[Na+].O>[Br:2][C:3]1[CH:8]=[CH:7][C:6]([CH2:9][NH:10][C:13](=[O:22])[O:14][CH2:15][C:16]2[CH:21]=[CH:20][CH:19]=[CH:18][CH:17]=2)=[CH:5][CH:4]=1 |f:0.1,2.3,7.8.9|. Procedure: In a 500 mL flask, (4-bromophenyl)methanaminium chloride (10.0 g, 44.9 mmol) and sodium hydroxide (4.00 g, 100 mmol) were dissolved in tetrahydrofuran (80 mL) and water (80 mL). The flask was placed in an ice water bath and benzyl carbonochloridate (7.06 mL, 49.4 mmol) was added dropwise. The reaction was allowed to stir for 3 h. The reaction was then poured into brine solution and extracted with ethyl acetate (3×150 mL). The combined organic layers were dried over magnesium sulfate, filtered, a... Reactants: CC#N, Fc1ccc(-c2cncc(CCl)c2)cc1, c1cnc(N2CCNCC2)nc1. The product is Fc1ccc(-c2cncc(CN3CCN(c4ncccn4)CC3)c2)cc1. Reaction SMILES: [CH3:28][C:29]#[N:30].[Cl:1][CH2:2][c:3]1[cH:4][n:5][cH:6][c:7](-[c:9]2[cH:10][cH:11][c:12]([F:15])[cH:13][cH:14]2)[cH:8]1.[n:16]1[c:17]([N:22]2[CH2:23][CH2:24][NH:25][CH2:26][CH2:27]2)[n:18][cH:19][cH:20][cH:21]1>>[CH2:2]([c:3]1[cH:4][n:5][cH:6][c:7](-[c:9]2[cH:10][cH:11][c:12]([F:15])[cH:13][cH:14]2)[cH:8]1)[N:25]1[CH2:24][CH2:23][N:22]([c:17]2[n:16][cH:21][cH:20][cH:19][n:18]2)[CH2:27][CH2:26]1. Starting materials: NC1=NC=CC=C1OCC1=C(C=C(C=C1F)F)F (2-amino-3-(2,4,6-trifluorobenzyloxy)pyridine), ClC1=CC=C(C=C1)N=C=S (4chlorophenyl isothiocyanate), C1(=CC=CC=C1)C (toluene). Solvent: C(C)OCC (diethyl ether). The product is FC1=C(COC=2C(=NC=CC2)NC(=S)NC2=CC=C(C=C2)Cl)C(=CC(=C1)F)F (3-(2,4,6-Trifluorobenzyloxy)pyrid-2-yl-N'-(4-chlorophenyl)thiourea). As a reaction SMILES: [NH2:1][C:2]1[C:7]([O:8][CH2:9][C:10]2[C:15]([F:16])=[CH:14][C:13]([F:17])=[CH:12][C:11]=2[F:18])=[CH:6][CH:5]=[CH:4][N:3]=1.[Cl:19][C:20]1[CH:25]=[CH:24][C:23]([N:26]=[C:27]=[S:28])=[CH:22][CH:21]=1.C1(C)C=CC=CC=1>C(OCC)C>[F:16][C:15]1[CH:14]=[C:13]([F:17])[CH:12]=[C:11]([F:18])[C:10]=1[CH2:9][O:8][C:7]1[C:2]([NH:1][C:27]([NH:26][C:23]2[CH:24]=[CH:25][C:20]([Cl:19])=[CH:21][CH:22]=2)=[S:28])=[N:3][CH:4]=[CH:5][CH:6]=1. Procedure details: A mixture of 2-amino-3-(2,4,6-trifluorobenzyloxy)pyridine (2.29 g, 0.009 mol), 4chlorophenyl isothiocyanate (1.81 g, 0.01 mol) and toluene (10 ml) was refluxed for 3.5 hours, then cooled and treated with diethyl ether to induce crystallisation of the product. Yield 3.03 g (79.5%), m.p.181°-183 ° C. The reactants are NC1=CC=NC2=CC=CC=C12 (4-aminoquinoline), ClCCN=C=O (chloroethylisocyanate), CO (MeOH). Run in C1CCOC1 (THF). Reaction conditions: time 18 hour. Product: ClCCNC(=O)NC1=CC=NC2=CC=CC=C12 (1-(2-Chloroethyl)-3-quinolin-4-yl-urea). As a reaction SMILES: [NH2:1][C:2]1[C:11]2[C:6](=[CH:7][CH:8]=[CH:9][CH:10]=2)[N:5]=[CH:4][CH:3]=1.[Cl:12][CH2:13][CH2:14][N:15]=[C:16]=[O:17].CO>C1COCC1>[Cl:12][CH2:13][CH2:14][NH:15][C:16]([NH:1][C:2]1[C:11]2[C:6](=[CH:7][CH:8]=[CH:9][CH:10]=2)[N:5]=[CH:4][CH:3]=1)=[O:17]. Procedure details: To a solution of 4-aminoquinoline (3.46 g, 24 mmol) in dry THF is added chloroethylisocyanate (3.1 mL, 36 mmol). The reaction mixture is stirred for 18 h. MeOH (10 mL) is added, and stirring is continued for an additional hour. The reaction mixture is evaporated, and partitioned between DCM and aqueous 5% citric acid (150 mL). The aqueous layer is carefully adjusted to pH 9 with solid NaHCO3. The precipitate is filtered, washed with H2O (5×20 mL) and Et2O (2×20 mL), and dried in vacuo at 45° C. ...